This data is from the Open Reaction Database (ORD), a public repository of structured organic reaction records. The task is: describe an organic reaction: reactants, conditions, products, and yield Reactants: P(Cl)(Cl)Cl (phosphorous trichloride), OCC=1C=C(C=CC1)NC1=C(C=NC2=CC(=C(C=C12)OC)OC)C#N (4-[3-(hydroxymethyl)phenylamino]-6,7-dimethoxy-3-quinolinecarbonitrile). The solvent is CN(C)C=O (DMF), CN(C)C=O (DMF). Run at temperature 27.5 celsius. The product is ClCC=1C=C(C=CC1)NC1=C(C=NC2=CC(=C(C=C12)OC)OC)C#N (4-[3-(Chloromethyl)phenylamino]-6,7-dimethoxy-3-quinolinecarbonitrile). Isolated yield 81.3%. Reaction SMILES: P(Cl)(Cl)[Cl:2].O[CH2:6][C:7]1[CH:8]=[C:9]([NH:13][C:14]2[C:23]3[C:18](=[CH:19][C:20]([O:26][CH3:27])=[C:21]([O:24][CH3:25])[CH:22]=3)[N:17]=[CH:16][C:15]=2[C:28]#[N:29])[CH:10]=[CH:11][CH:12]=1>CN(C=O)C>[Cl:2][CH2:6][C:7]1[CH:8]=[C:9]([NH:13][C:14]2[C:23]3[C:18](=[CH:19][C:20]([O:26][CH3:27])=[C:21]([O:24][CH3:25])[CH:22]=3)[N:17]=[CH:16][C:15]=2[C:28]#[N:29])[CH:10]=[CH:11][CH:12]=1. Procedure details: To 14 ml of DMF was added phosphorous trichloride (0.70 ml, 8.0 mmol) with stirring at 25-30° C. After 60 m, the mixture was cooled to 0° C., and a suspension of 4-[3-(hydroxymethyl)phenylamino]-6,7-dimethoxy-3-quinolinecarbonitrile (1.34 g, 4.0 mmol) in 6 ml of DMF was added. The mixture was warmed to 25° C., stirred 15 m, recooled in ice bath, and partitioned with methylene chloride-aqueous sodium bicarbonate. The organic layer was washed with water, dried, and concentrated to give 1.15 g of a... Starting materials: O=C([O-])[O-], COC(OC)c1ccc([N+](=O)[O-])c(F)c1, CN(C)C=O, CCOC(C)=O, [Cs+], [Cs+], NC(=O)c1sc(N)nc1-c1ccccc1Cl, O. Product: COC(OC)c1ccc([N+](=O)[O-])c(Nc2nc(-c3ccccc3Cl)c(C(N)=O)s2)c1. As a reaction SMILES: [C:32](=[O:33])([O-:34])[O-:35].[CH3:17][O:18][CH:19]([c:20]1[cH:21][c:22]([F:29])[c:23]([N+:26](=[O:27])[O-:28])[cH:24][cH:25]1)[O:30][CH3:31].[CH3:38][N:39]([CH3:40])[CH:41]=[O:42].[CH3:43][CH2:44][O:45][C:46](=[O:47])[CH3:48].[Cs+:36].[Cs+:37].[NH2:1][c:2]1[s:3][c:4]([C:14](=[O:15])[NH2:16])[c:5](-[c:7]2[c:8]([Cl:13])[cH:9][cH:10][cH:11][cH:12]2)[n:6]1.[OH2:49]>>[NH:1]([c:2]1[s:3][c:4]([C:14](=[O:15])[NH2:16])[c:5](-[c:7]2[c:8]([Cl:13])[cH:9][cH:10][cH:11][cH:12]2)[n:6]1)[c:22]1[cH:21][c:20]([CH:19]([O:18][CH3:17])[O:30][CH3:31])[cH:25][cH:24][c:23]1[N+:26](=[O:27])[O-:28]. Starting materials: C[SiH](C)OCC(C1C(=O)NC1CC(=O)O)C(C)(C)C, CN(C)c1ccncc1, C(=NC1CCCCC1)=NC1CCCCC1, CC(=NC(=O)OCc1ccc([N+](=O)[O-])cc1)N1CCC(S)C1, c1ccccc1. Product: CC(=NC(=O)OCc1ccc([N+](=O)[O-])cc1)N1CCC(SC(=O)CC2NC(=O)C2C(CO[SiH](C)C)C(C)(C)C)C1. RXN SMILES: [C:1]([CH3:2])([CH3:3])([CH3:4])[CH:5]([CH2:6][O:7][SiH:8]([CH3:9])[CH3:10])[CH:11]1[C:12](=[O:19])[NH:13][CH:14]1[CH2:15][C:16](=[O:17])[OH:18].[CH3:63][N:64]([CH3:65])[c:66]1[cH:67][cH:68][n:69][cH:70][cH:71]1.[CH:42]1([N:43]=[C:44]=[N:45][CH:46]2[CH2:47][CH2:48][CH2:49][CH2:50][CH2:51]2)[CH2:52][CH2:53][CH2:54][CH2:55][CH2:56]1.[SH:20][CH:21]1[CH2:22][N:23]([C:26]([CH3:27])=[N:28][C:29](=[O:30])[O:31][CH2:32][c:33]2[cH:34][cH:35][c:36]([N+:39](=[O:40])[O-:41])[cH:37][cH:38]2)[CH2:24][CH2:25]1.[cH:57]1[cH:58][cH:59][cH:60][cH:61][cH:62]1>>[C:1]([CH3:2])([CH3:3])([CH3:4])[CH:5]([CH2:6][O:7][SiH:8]([CH3:9])[CH3:10])[CH:11]1[C:12](=[O:19])[NH:13][CH:14]1[CH2:15][C:16](=[O:18])[S:20][CH:21]1[CH2:22][N:23]([C:26]([CH3:27])=[N:28][C:29](=[O:30])[O:31][CH2:32][c:33]2[cH:34][cH:35][c:36]([N+:39](=[O:40])[O-:41])[cH:37][cH:38]2)[CH2:24][CH2:25]1. The reactants are C(CCC)C1=CC=C(C=CC(=O)C2=CC=C(C=C2)CCCC(=O)OC)C=C1 (methyl 4-[4-(4-butylcinnamoyl)phenyl]butyrate). Reagents/catalysts: [Pd] (palladium on carbon). The solvent is CO (methanol). Run at time 3.5 hour. Yields the product C(CCC)C1=CC=C(C=C1)CCC(O)C1=CC=C(C=C1)CCCC(=O)OC (Methyl 4-[4-[3-(4-Butylphenyl)-1-hydroxypropyl]phenyl]butyrate). Yield: 97.6%. RXN SMILES: [CH2:1]([C:5]1[CH:27]=[CH:26][C:8]([CH:9]=[CH:10][C:11]([C:13]2[CH:18]=[CH:17][C:16]([CH2:19][CH2:20][CH2:21][C:22]([O:24][CH3:25])=[O:23])=[CH:15][CH:14]=2)=[O:12])=[CH:7][CH:6]=1)[CH2:2][CH2:3][CH3:4]>CO.[Pd]>[CH2:1]([C:5]1[CH:27]=[CH:26][C:8]([CH2:9][CH2:10][CH:11]([C:13]2[CH:14]=[CH:15][C:16]([CH2:19][CH2:20][CH2:21][C:22]([O:24][CH3:25])=[O:23])=[CH:17][CH:18]=2)[OH:12])=[CH:7][CH:6]=1)[CH2:2][CH2:3][CH3:4]. Procedure details: To a solution of 4.40 g of methyl 4-[4-(4-butylcinnamoyl)phenyl]butyrate in 44 ml of methanol, 0.24 g of 10% palladium on carbon was added, and hydrogenation was carried out at an ordinary temperature and under ordinary pressure for 3.5 hours. After the catalyst was removed by filtration, 0.27 g of sodium borohydride was added to the filtrate under ice-cooling, and then stirring was continued at room temperature for 2 hours. After the reaction solvent was removed under reduced pressure, the resi... The reactants are ClC1=C(C=NC2=CC(=CC=C12)OC)C#N (4-chloro-7-methoxy-3-quinolinecarbonitrile), product, NC=1C=C2C=CNC2=CC1 (5-aminoindole), NC=1C=C2C=CNC2=CC1 (5-aminoindole). Solvent: C(C)OCCO (2-ethoxyethanol). Run at temperature 120 celsius. Yields the product N1C=CC2=CC(=CC=C12)NC1=C(C=NC2=CC(=CC=C12)OC)C#N (4-(1H-Indol-5-ylamino)-7-methoxy-quinoline-3-carbonitrile). Reaction SMILES: Cl[C:2]1[C:11]2[C:6](=[CH:7][C:8]([O:12][CH3:13])=[CH:9][CH:10]=2)[N:5]=[CH:4][C:3]=1[C:14]#[N:15].[NH2:16][C:17]1[CH:18]=[C:19]2[C:23](=[CH:24][CH:25]=1)[NH:22][CH:21]=[CH:20]2>C(OCCO)C>[NH:22]1[C:23]2[C:19](=[CH:18][C:17]([NH:16][C:2]3[C:11]4[C:6](=[CH:7][C:8]([O:12][CH3:13])=[CH:9][CH:10]=4)[N:5]=[CH:4][C:3]=3[C:14]#[N:15])=[CH:25][CH:24]=2)[CH:20]=[CH:21]1. Reported procedure: Using an analogous procedure to that described in Example 141, 1.0 g (4.57 mmol) of 4-chloro-7-methoxy-3-quinolinecarbonitrile, 724.8 mg (5.48 mmol) of 5-aminoindole and 528.3 mg (4.57 mmol) of 5-aminoindole in 35 mL of 2-ethoxyethanol was heated at 120° C. for 2 hr. The work up gave 1.38 g of the product as a greenish gray solid, m.p.>250° C., mass (electrospray, m/e): M+H 314.9 HRCIMS: calcd 314.117 for C19H14N4O (M+), obsd 314.1135.